The task is: describe an organic reaction: reactants, conditions, products, and yield. This data is from the Open Reaction Database (ORD), a public repository of structured organic reaction records. The reactants are FC=1C=[N+](C=CC1[N+](=O)[O-])[O-] (3-fluoro-4-nitropyridine-N-oxide), NC1CCN(CC1)C(=O)OC(C)(C)C (tert-butyl 4-aminopiperidine-1-carboxylate), C([O-])([O-])=O.[K+].[K+] (potassium carbonate). Solvent: C(C)#N (acetonitrile). The product is N1CCC(CC1)N1C=NC2=C1C=NC=C2 (3-piperidin-4-yl-3H-imidazo[4,5-c]pyridine). RXN SMILES: F[C:2]1[CH:3]=[N+:4]([O-])[CH:5]=[CH:6][C:7]=1[N+:8]([O-])=O.[NH2:12][CH:13]1[CH2:18][CH2:17][N:16](C(OC(C)(C)C)=O)[CH2:15][CH2:14]1.[C:26](=O)([O-])[O-].[K+].[K+]>C(#N)C>[NH:4]1[CH2:5][CH2:6][CH:7]([N:8]2[C:14]3[CH:15]=[N:16][CH:17]=[CH:18][C:13]=3[N:12]=[CH:26]2)[CH2:2][CH2:3]1 |f:2.3.4|. Reported procedure: To a mixture of 3-fluoro-4-nitropyridine-N-oxide (3.46 g) and tert-butyl 4-aminopiperidine-1-carboxylate (2.745 g) in acetonitrile (150 ml) was added anhydrous potassium carbonate (2.74 g) and the resulting mixture was refluxed for 8 hours. The mixture was filtered and washed well with dichloromethane. The organics were concentrated to dryness and the residue was purified by column chromatography eluting with a mixture of ethyl acetate and dichloromethane (1:1) to give the titled compound as a y... As a reaction SMILES: [C:25](=[O:26])([O:27][C:28]([CH3:29])([CH3:30])[CH3:31])[N:32]1[CH2:33][CH2:34][NH:35][CH2:36][CH2:37]1.[CH3:39][N:40]([CH3:41])[CH2:42][CH2:43][CH2:44][N:45]=[C:46]=[N:47][CH2:48][CH3:49].[ClH:38].[O:1]=[c:2]1[nH:3][c:4]2[cH:5][cH:6][cH:7][cH:8][c:9]2[c:10]2[c:11]1[n:12][n:13](-[c:19]1[cH:20][cH:21][cH:22][cH:23][cH:24]1)[c:14]2[CH2:15][C:16](=[O:17])[OH:18].[O:60]=[CH:61][N:62]([CH3:63])[CH3:64].[OH:50][n:51]1[c:52]2[cH:53][cH:54][cH:55][cH:56][c:57]2[n:58][n:59]1>>[O:1]=[c:2]1[nH:3][c:4]2[cH:5][cH:6][cH:7][cH:8][c:9]2[c:10]2[c:11]1[n:12][n:13](-[c:19]1[cH:20][cH:21][cH:22][cH:23][cH:24]1)[c:14]2[CH2:15][C:16](=[O:17])[N:35]1[CH2:34][CH2:33][N:32]([C:25](=[O:26])[O:27][C:28]([CH3:29])([CH3:30])[CH3:31])[CH2:37][CH2:36]1. The reactants are CC(C)(C)OC(=O)N1CCNCC1, CCN=C=NCCCN(C)C, Cl, O=C(O)Cc1c2c(nn1-c1ccccc1)c(=O)[nH]c1ccccc12, CN(C)C=O, On1nnc2ccccc21. The product is CC(C)(C)OC(=O)N1CCN(C(=O)Cc2c3c(nn2-c2ccccc2)c(=O)[nH]c2ccccc23)CC1. Reactants: CCN1C(C(=O)OC)=C(O)c2ccccc2S1(=O)=O, Cc1cnc(N)s1. The product is CCN1C(C(=O)Nc2ncc(C)s2)=C(O)c2ccccc2S1(=O)=O. As a reaction SMILES: [CH2:1]([CH3:2])[N:3]1[S:4](=[O:18])(=[O:19])[c:5]2[c:6]([cH:14][cH:15][cH:16][cH:17]2)[C:7]([OH:13])=[C:8]1[C:9]([O:11][CH3:10])=[O:12].[NH2:20][c:21]1[s:22][c:23]([CH3:26])[cH:24][n:25]1>>[CH2:1]([CH3:2])[N:3]1[S:4](=[O:18])(=[O:19])[c:5]2[c:6]([cH:14][cH:15][cH:16][cH:17]2)[C:7]([OH:13])=[C:8]1[C:9](=[O:11])[NH:20][c:21]1[s:22][c:23]([CH3:26])[cH:24][n:25]1. The reactants are CC=1C(=NNC(C1C)=O)CC=1C=CC(=C(C(=O)O)C1)F (5-[(4,5-dimethyl-6-oxo-1,6-dihydropyridazin-3-yl)methyl]-2-fluorobenzoic acid), CN(C)C(=[N+](C)C)ON1C2=C(C=CC=C2)N=N1.[B-](F)(F)(F)F (TBTU), CCN(C(C)C)C(C)C (DIPEA), C(C)OC(CNCC(=O)OC)OCC (methyl N-(2,2-diethoxyethyl)glycinate). Solvent: CN(C)C=O (DMF), CCOC(=O)C (EtOAc). Run at time 2 hour. The product is C(C)OC(CN(CC(=O)OC)C(C1=C(C=CC(=C1)CC1=NNC(C(=C1C)C)=O)F)=O)OCC (Methyl N-(2,2-diethoxyethyl)-N-{5-[(4,5-dimethyl-6-oxo-1,6-dihydropyridazin-3-yl)methyl]-2-fluorobenzoyl}glycinate). As a reaction SMILES: [CH3:1][C:2]1[C:3]([CH2:10][C:11]2[CH:12]=[CH:13][C:14]([F:20])=[C:15]([CH:19]=2)[C:16]([OH:18])=O)=[N:4][NH:5][C:6](=[O:9])[C:7]=1[CH3:8].CN(C(ON1N=NC2C=CC=CC1=2)=[N+](C)C)C.[B-](F)(F)(F)F.CCN(C(C)C)C(C)C.[CH2:52]([O:54][CH:55]([O:63][CH2:64][CH3:65])[CH2:56][NH:57][CH2:58][C:59]([O:61][CH3:62])=[O:60])[CH3:53]>CN(C=O)C.CCOC(C)=O>[CH2:64]([O:63][CH:55]([O:54][CH2:52][CH3:53])[CH2:56][N:57]([C:16](=[O:18])[C:15]1[CH:19]=[C:11]([CH2:10][C:3]2[C:2]([CH3:1])=[C:7]([CH3:8])[C:6](=[O:9])[NH:5][N:4]=2)[CH:12]=[CH:13][C:14]=1[F:20])[CH2:58][C:59]([O:61][CH3:62])=[O:60])[CH3:65] |f:1.2|. Procedure: To a solution of 5-[(4,5-dimethyl-6-oxo-1,6-dihydropyridazin-3-yl)methyl]-2-fluorobenzoic acid (Preparative Example 2) (1 eq), TBTU (1.2 eq), and DIPEA (1.5 eq) in DMF (0.18M) was added methyl N-(2,2-diethoxyethyl)glycinate (1 eq) (prepared as described in Synthesis 2002, 2, 242-252), and the mixture was stirred at RT for 2 h. The reaction was diluted with EtOAc, washed sequentially with 1N HCl, sat. aq. NaHCO3 solution, and then with brine. The organic layers were dried (Na2SO4), filtered and c...